From a dataset of the Open Reaction Database (ORD), a public repository of structured organic reaction records. describe an organic reaction: reactants, conditions, products, and yield Starting materials: C(C=CC)N1C(=C(C=2C1=C(N=NC2)Cl)CCCCC)C (1-(2-butenyl)-7-chloro-2-methyl-3-pentylpyrrolo[2,3-d]pyridazine), FC1=CC=C(CO)C=C1 (4-fluorobenzyl alcohol). Yields the product C(C=CC)N1C(=C(C=2C1=C(N=NC2)OCC2=CC=C(C=C2)F)CCCCC)C (1-(2-Butenyl)-7-(4-fluorobenzyloxy)-2-methyl-3-pentylpyrrolo[2,3-d]pyridazine). The yield is 49.8%. As a reaction SMILES: [CH2:1]([N:5]1[C:9]2=[C:10](Cl)[N:11]=[N:12][CH:13]=[C:8]2[C:7]([CH2:15][CH2:16][CH2:17][CH2:18][CH3:19])=[C:6]1[CH3:20])[CH:2]=[CH:3][CH3:4].[F:21][C:22]1[CH:29]=[CH:28][C:25]([CH2:26][OH:27])=[CH:24][CH:23]=1>>[CH2:1]([N:5]1[C:9]2=[C:10]([O:27][CH2:26][C:25]3[CH:28]=[CH:29][C:22]([F:21])=[CH:23][CH:24]=3)[N:11]=[N:12][CH:13]=[C:8]2[C:7]([CH2:15][CH2:16][CH2:17][CH2:18][CH3:19])=[C:6]1[CH3:20])[CH:2]=[CH:3][CH3:4]. Procedure details: The title compound (cis/trans=14/86) was prepared as a white powder in 49.8% yield in a similar procedure to that described in Example 1 by using 1-(2-butenyl)-7-chloro-2-methyl-3-pentylpyrrolo[2,3-d]pyridazine (cis/trans=20/80) and 4-fluorobenzyl alcohol. Starting materials: CC(C)(C)OC(=O)N1CCC(CCCN=[N+]=[N-])CC1, C1CCOC1, c1ccc(P(c2ccccc2)c2ccccc2)cc1. Product: CC(C)(C)OC(=O)N1CCC(CCCN)CC1. RXN SMILES: [C:20]([CH3:21])([CH3:22])([CH3:23])[O:24][C:25](=[O:26])[N:27]1[CH2:28][CH2:29][CH:30]([CH2:33][CH2:34][CH2:35][N:36]=[N+:37]=[N-:38])[CH2:31][CH2:32]1.[CH2:39]1[O:40][CH2:41][CH2:42][CH2:43]1.[c:1]1([P:2]([c:3]2[cH:4][cH:5][cH:6][cH:7][cH:8]2)[c:9]2[cH:10][cH:11][cH:12][cH:13][cH:14]2)[cH:15][cH:16][cH:17][cH:18][cH:19]1>>[C:20]([CH3:21])([CH3:22])([CH3:23])[O:24][C:25](=[O:26])[N:27]1[CH2:28][CH2:29][CH:30]([CH2:33][CH2:34][CH2:35][NH2:36])[CH2:31][CH2:32]1. The reactants are C(CC(O)(C(=O)O)CC(=O)O)(=O)O (citric acid), ClC1=CC(=C(C=C1)N=C1SC=C(N1CCCNCCO)C1=CC=C(C=C1)F)OC (2-({3-[2-[(4-Chloro-2-methoxyphenyl)imino]-4-(4-fluorophenyl)-thiazol-3(2H)-yl]propyl}amino)ethanol), O1CCCC1 (tetrahydrofuran), BrCC(=O)OCC (ethyl bromoacetate), [H-].[Na+] (sodium hydride). Run at time 30 minute. Yields the product C(C)(C)(C)OC(=O)N(CCOCC(=O)OCC)CCCN1C(SC=C1C1=CC=C(C=C1)F)=NC1=C(C=C(C=C1)Cl)OC (Ethyl [2-((tert-butoxycarbonyl){3-[2-[(4-chloro-2-methoxyphenyl)-imino]-4-(4-fluorophenyl)thiazol-3(2H)-yl]propyl}amino)ethoxy]acetate). As a reaction SMILES: [Cl:1][C:2]1[CH:7]=[CH:6][C:5]([N:8]=[C:9]2[N:13]([CH2:14][CH2:15][CH2:16][NH:17][CH2:18][CH2:19][OH:20])[C:12]([C:21]3[CH:26]=[CH:25][C:24]([F:27])=[CH:23][CH:22]=3)=[CH:11][S:10]2)=[C:4]([O:28][CH3:29])[CH:3]=1.[H-].[Na+].Br[CH2:33][C:34]([O:36][CH2:37][CH3:38])=[O:35].C(O)(=O)[CH2:40][C:41]([CH2:46]C(O)=O)([C:43](O)=O)[OH:42].[O:52]1CCC[CH2:53]1>>[C:41]([O:42][C:53]([N:17]([CH2:16][CH2:15][CH2:14][N:13]1[C:12]([C:21]2[CH:22]=[CH:23][C:24]([F:27])=[CH:25][CH:26]=2)=[CH:11][S:10][C:9]1=[N:8][C:5]1[CH:6]=[CH:7][C:2]([Cl:1])=[CH:3][C:4]=1[O:28][CH3:29])[CH2:18][CH2:19][O:20][CH2:33][C:34]([O:36][CH2:37][CH3:38])=[O:35])=[O:52])([CH3:40])([CH3:43])[CH3:46] |f:1.2|. Procedure: The compound (1.1 g) obtained in Example 321 (2) was dissolved in tetrahydrofuran (20 ml), and thereto was added portionwise sodium hydride (410 mg, 60% dispersion in oil) in several portions under nitrogen atmosphere in an ice bath, and the mixture was stirred for 30 minutes. To the reaction mixture was added ethyl bromoacetate (0.45 ml), and the mixture was warmed to room temperature, and then stirred for 6 hours. The reaction mixture was poured into a 5% aqueous citric acid solution under ice... RXN SMILES: [CH2:20]([CH:21]=[CH2:22])[I:23].[Cl:1][c:2]1[cH:3][cH:4][c:5]2[c:6]([nH:7][c:8](=[O:12])[n:9][n+:10]2[O-:11])[cH:13]1.[K+:14].[K+:15].[O-:16][C:17]([O-:18])=[O:19].[O:25]=[CH:26][N:27]([CH3:28])[CH3:29].[OH2:24]>>[Cl:1][c:2]1[cH:3][cH:4][c:5]2[c:6]([n:7]([CH2:22][CH:21]=[CH2:20])[c:8](=[O:12])[n:9][n+:10]2[O-:11])[cH:13]1. Reactants: C=CCI, O=c1n[n+]([O-])c2ccc(Cl)cc2[nH]1, [K+], [K+], O=C([O-])[O-], CN(C)C=O, O. Yields the product C=CCn1c(=O)n[n+]([O-])c2ccc(Cl)cc21. Reactants: crude product, OC1(N(C(SC1)=S)C1=NC=CC=C1)CCC(=O)OC (methyl 3-[4-hydroxy-3-(pyrid-2-yl)-2-thioxothiazolidin-4-yl]-propionate), [BH4-].[K+] (potassium borohydride). Run in C(Cl)(Cl)Cl (chloroform), C(C)(=O)OCC (ethyl acetate), CO (methanol), O (water). Run at time 2 hour. The product is N1=C(C=CC=C1)NC(SCC(CCC(=O)OC)O)=S (2-Hydroxy-4-methoxycarbonylbutyl pyrid-2-yldithiocarbamate). The yield is 72.8%. As a reaction SMILES: [OH:1][C:2]1([CH2:14][CH2:15][C:16]([O:18][CH3:19])=[O:17])[CH2:6][S:5][C:4](=[S:7])[N:3]1[C:8]1[CH:13]=[CH:12][CH:11]=[CH:10][N:9]=1.[BH4-].[K+]>CO.O.C(Cl)(Cl)Cl.C(OCC)(=O)C>[N:9]1[CH:10]=[CH:11][CH:12]=[CH:13][C:8]=1[NH:3][C:4](=[S:7])[S:5][CH2:6][CH:2]([OH:1])[CH2:14][CH2:15][C:16]([O:18][CH3:19])=[O:17] |f:1.2|. Procedure: The procedure of Example 3 is followed, but a solution of methyl 3-[4-hydroxy-3-(pyrid-2-yl)-2-thioxothiazolidin-4-yl]-propionate (18.0 g) in methanol (200 cc) and a solution of potassium borohydride (3.25 g) in distilled water (50 cc) are used as the starting materials at a maximum of 5° C. The reaction is allowed to proceed for 2 hours at between 2° and 5° C. The crude product (17.0 g) is dissolved in a mixture of chloroform (80 cc) and ethyl acetate (20 cc). The solution is chromatographed on... Reactants: BrC1=C2C(=NC=C1)N(C(=C2C2=CC=C1CCN(C1=C2)C)C)C (4-bromo-1,2-dimethyl-3-(1-methylindolin-6-yl)-1H-pyrrolo[2,3-b]pyridine), CN1N=C(C=C1)S(=O)(=O)N (1-methyl-1H-pyrazole-3-sulfonamide), CC1(C2=CC=CC(=C2OC=2C(=CC=CC12)P(C1=CC=CC=C1)C1=CC=CC=C1)P(C1=CC=CC=C1)C1=CC=CC=C1)C ((9,9-dimethyl-9H-xanthene-4,5-diyl)bis(diphenylphosphine)), C([O-])([O-])=O.[Cs+].[Cs+] (cesium carbonate). Reagents/catalysts: C=1C=CC(=CC1)/C=C/C(=O)/C=C/C2=CC=CC=C2.C=1C=CC(=CC1)/C=C/C(=O)/C=C/C2=CC=CC=C2.C=1C=CC(=CC1)/C=C/C(=O)/C=C/C2=CC=CC=C2.[Pd].[Pd] (Pd2(dba)3). Run in O1CCOCC1 (1,4-dioxane). Product: CN1C(=C(C=2C1=NC=CC2NS(=O)(=O)C2=NN(C=C2)C)C2=CC=C1CCN(C1=C2)C)C (N-(1,2-dimethyl-3-(1-methylindolin-6-yl)-1H-pyrrolo[2,3-b]pyridin-4-yl)-1-methyl-1H-pyrazole-3-sulfonamide). The yield is 32.4%. As a reaction SMILES: Br[C:2]1[CH:7]=[CH:6][N:5]=[C:4]2[N:8]([CH3:22])[C:9]([CH3:21])=[C:10]([C:11]3[CH:19]=[C:18]4[C:14]([CH2:15][CH2:16][N:17]4[CH3:20])=[CH:13][CH:12]=3)[C:3]=12.[CH3:23][N:24]1[CH:28]=[CH:27][C:26]([S:29]([NH2:32])(=[O:31])=[O:30])=[N:25]1.CC1(C)C2C=CC=C(P(C3C=CC=CC=3)C3C=CC=CC=3)C=2OC2C1=CC=CC=2P(C1C=CC=CC=1)C1C=CC=CC=1.C(=O)([O-])[O-].[Cs+].[Cs+]>O1CCOCC1.C1C=CC(/C=C/C(/C=C/C2C=CC=CC=2)=O)=CC=1.C1C=CC(/C=C/C(/C=C/C2C=CC=CC=2)=O)=CC=1.C1C=CC(/C=C/C(/C=C/C2C=CC=CC=2)=O)=CC=1.[Pd].[Pd]>[CH3:22][N:8]1[C:4]2=[N:5][CH:6]=[CH:7][C:2]([NH:32][S:29]([C:26]3[CH:27]=[CH:28][N:24]([CH3:23])[N:25]=3)(=[O:31])=[O:30])=[C:3]2[C:10]([C:11]2[CH:19]=[C:18]3[C:14]([CH2:15][CH2:16][N:17]3[CH3:20])=[CH:13][CH:12]=2)=[C:9]1[CH3:21] |f:3.4.5,7.8.9.10.11|. Reported procedure: A mixture of 4-bromo-1,2-dimethyl-3-(1-methylindolin-6-yl)-1H-pyrrolo[2,3-b]pyridine (D28) (390 mg, 1.095 mmol), 1-methyl-1H-pyrazole-3-sulfonamide (D94) (265 mg, 1.642 mmol), (9,9-dimethyl-9H-xanthene-4,5-diyl)bis(diphenylphosphine) (95 mg, 0.164 mmol), cesium carbonate (1070 mg, 3.28 mmol) and Pd2(dba)3 (75 mg, 0.082 mmol) in 1,4-dioxane (10 mL) was refluxed for 7 hours. After cooled to RT, the reaction mixture was filtered through celite, washing with DCM and the resulting solution was evapor... Reactants: N#Cc1ccc(Br)cc1Cl, CC(C)(C)OCC1NC(=O)C(C)(C)C1=O, O=C([O-])[O-], [Cs+], [Cs+], O=C(C=Cc1ccccc1)C=Cc1ccccc1, O=C(C=Cc1ccccc1)C=Cc1ccccc1, O=C(C=Cc1ccccc1)C=Cc1ccccc1, [Pd], [Pd], CC1(C)c2cccc(P(c3ccccc3)c3ccccc3)c2Oc2c(P(c3ccccc3)c3ccccc3)cccc21. The product is CC(C)(C)OCC1C(=O)C(C)(C)C(=O)N1c1ccc(C#N)c(Cl)c1. As a reaction SMILES: [Br:16][c:17]1[cH:18][c:19]([Cl:25])[c:20]([C:21]#[N:22])[cH:23][cH:24]1.[C:1]([CH3:2])([CH3:3])([CH3:4])[O:5][CH2:6][CH:7]1[C:8](=[O:15])[C:9]([CH3:13])([CH3:14])[C:10](=[O:12])[NH:11]1.[C:26](=[O:27])([O-:28])[O-:29].[Cs+:30].[Cs+:31].[O:112]=[C:113]([CH:114]=[CH:115][c:116]1[cH:117][cH:118][cH:119][cH:120][cH:121]1)[CH:122]=[CH:123][c:124]1[cH:125][cH:126][cH:127][cH:128][cH:129]1.[O:76]=[C:77]([CH:78]=[CH:79][c:80]1[cH:81][cH:82][cH:83][cH:84][cH:85]1)[CH:86]=[CH:87][c:88]1[cH:89][cH:90][cH:91][cH:92][cH:93]1.[O:94]=[C:95]([CH:96]=[CH:97][c:98]1[cH:99][cH:100][cH:101][cH:102][cH:103]1)[CH:104]=[CH:105][c:106]1[cH:107][cH:108][cH:109][cH:110][cH:111]1.[Pd:74].[Pd:75].[c:32]1([P:33]([c:34]2[cH:35][cH:36][cH:37][cH:38][cH:39]2)[c:40]2[c:41]3[c:65]([cH:66][cH:67][cH:68]2)[C:62]([CH3:63])([CH3:64])[c:44]2[c:43]([c:48]([P:49]([c:50]4[cH:51][cH:52][cH:53][cH:54][cH:55]4)[c:56]4[cH:57][cH:58][cH:59][cH:60][cH:61]4)[cH:47][cH:46][cH:45]2)[O:42]3)[cH:69][cH:70][cH:71][cH:72][cH:73]1>>[C:1]([CH3:2])([CH3:3])([CH3:4])[O:5][CH2:6][CH:7]1[C:8](=[O:15])[C:9]([CH3:13])([CH3:14])[C:10](=[O:12])[N:11]1[c:17]1[cH:18][c:19]([Cl:25])[c:20]([C:21]#[N:22])[cH:23][cH:24]1. Starting materials: CC(C)(C)OC(=O)N1CCC2(CC1)Oc1cc(CBr)ccc1-n1c(C#N)ccc12, CC(=O)[O-], [Cl-], [K+], [NH4+], CN(C)C=O. Reaction SMILES: [Br:1][CH2:2][c:3]1[cH:4][c:5]2[c:6]([cH:28][cH:29]1)-[n:7]1[c:8]([cH:9][cH:10][c:11]1[C:12]#[N:13])[C:14]1([CH2:15][CH2:16][N:17]([C:20](=[O:21])[O:22][C:23]([CH3:24])([CH3:25])[CH3:26])[CH2:18][CH2:19]1)[O:27]2.[CH3:31][C:32]([O-:33])=[O:34].[Cl-:40].[K+:30].[NH4+:41].[O:35]=[CH:36][N:37]([CH3:38])[CH3:39]>>[CH2:2]([c:3]1[cH:4][c:5]2[c:6]([cH:28][cH:29]1)-[n:7]1[c:8]([cH:9][cH:10][c:11]1[C:12]#[N:13])[C:14]1([CH2:15][CH2:16][N:17]([C:20](=[O:21])[O:22][C:23]([CH3:24])([CH3:25])[CH3:26])[CH2:18][CH2:19]1)[O:27]2)[O:34][C:32]([CH3:31])=[O:33]. Yields the product CC(=O)OCc1ccc2c(c1)OC1(CCN(C(=O)OC(C)(C)C)CC1)c1ccc(C#N)n1-2.